From a dataset of the Open Reaction Database (ORD), a public repository of structured organic reaction records. describe an organic reaction: reactants, conditions, products, and yield Starting materials: C(C)(=O)[O-].[NH4+] (ammonium acetate), [Si](C)(C)(C(C)(C)C)O[C@H]1C[C@@H](O[C@@H]1CO[Si](C)(C)C(C)(C)C)N1C=NC=2C(=O)NC(N)=NC12 (3′,5′-Bis-O-(tert-butyldimethylsilyl)deoxyguanosine), [H-].[Na+] (sodium hydride), CSN=C=O (methyl thioisocyanate), CN(C=O)C (dimethylformamide). Run in C1(=CC=CC=C1)C (toluene). Reaction conditions: temperature 70 celsius, time 1 hour. The product is [Si](C)(C)(C(C)(C)C)O[C@H]1C[C@@H](O[C@@H]1CO[Si](C)(C)C(C)(C)C)N1C=NC=2C(=O)NC(NC(NC)=S)=NC12 (3′,5′-bis-O-(tert-butyldimethylsilyl)-2-N-methylthiocarbamoyldeoxyguanosine). Yield: 48.0%. RXN SMILES: [Si:1]([O:8][C@@H:9]1[C@@H:13]([CH2:14][O:15][Si:16]([C:19]([CH3:22])([CH3:21])[CH3:20])([CH3:18])[CH3:17])[O:12][C@@H:11]([N:23]2[C:33]3[N:32]=[C:30]([NH2:31])[NH:29][C:27](=[O:28])[C:26]=3[N:25]=[CH:24]2)[CH2:10]1)([C:4]([CH3:7])([CH3:6])[CH3:5])([CH3:3])[CH3:2].[H-].[Na+].C[S:37]N=C=O.C([O-])(=O)C.[NH4+].[CH3:46][N:47]([CH3:50])C=O>C1(C)C=CC=CC=1>[Si:1]([O:8][C@@H:9]1[C@@H:13]([CH2:14][O:15][Si:16]([C:19]([CH3:20])([CH3:21])[CH3:22])([CH3:17])[CH3:18])[O:12][C@@H:11]([N:23]2[C:33]3[N:32]=[C:30]([NH:31][C:46](=[S:37])[NH:47][CH3:50])[NH:29][C:27](=[O:28])[C:26]=3[N:25]=[CH:24]2)[CH2:10]1)([C:4]([CH3:6])([CH3:7])[CH3:5])([CH3:3])[CH3:2] |f:1.2,4.5|. Reported procedure: 3′,5′-Bis-O-(tert-butyldimethylsilyl)deoxyguanosine (3.0 g, 6.05 mmol) was azeotroped with anhydrous toluene three times and then dissolved in anhydrous dimethylformamide (30 mL), and then sodium hydride (199 mg, 7.86 mmol) was added thereto. The mixture was stirred at 70° C. for 1 hour. Then, the reaction solution was returned to room temperature, and methyl thioisocyanate (1.24 mL, 18.2 mmol) was added thereto. The mixture was stirred at 70° C. for 36 hours. The reaction solution was poured in... Starting materials: ice water, [H-].[Na+] (sodiumhydride), FC(CO)(F)F (2,2,2-trifluoroethanol), ClC1=NC=C(C=C1)[N+](=O)[O-] (2-chloro-5-nitropyridine). Run in CN(C)C=O (DMF), CN(C)C=O (DMF). Reaction conditions: temperature 0 celsius, time 1 hour. Product: [N+](=O)([O-])C=1C=CC(=NC1)OCC(F)(F)F (5-Nitro-2-(2,2,2-trifluoro-ethoxy)-pyridine). Yield: 93.0%. Reaction SMILES: [H-].[Na+].[F:3][C:4]([F:8])([F:7])[CH2:5][OH:6].Cl[C:10]1[CH:15]=[CH:14][C:13]([N+:16]([O-:18])=[O:17])=[CH:12][N:11]=1>CN(C=O)C>[N+:16]([C:13]1[CH:14]=[CH:15][C:10]([O:6][CH2:5][C:4]([F:8])([F:7])[F:3])=[N:11][CH:12]=1)([O-:18])=[O:17] |f:0.1|. Procedure details: In a 250 mL four-necked flask, sodiumhydride (60% in mineral oil, 4.16 g) was combined with DMF (60 mL). The suspension was cooled to 0° C. and 2,2,2-trifluoroethanol (10.4 g, [CAS Reg. No. 75-89-8]) was added dropwise over a period of 20 minutes to the cold suspension. The mixture was stirred for 1 hour at 0° C. Then, a solution of 2-chloro-5-nitropyridine (15 g, [CAS Reg. No. 4548-45-2]) in DMF (70 mL) was added dropwise over a period of 20 minutes to the cold reaction mixture. Stirring was co...